This data is from the Open Reaction Database (ORD), a public repository of structured organic reaction records. The task is: describe an organic reaction: reactants, conditions, products, and yield Starting materials: CC1=CNC=2C=CC=C(C12)C#N (3-methyl-1H-indole-4-carbonitrile). The reagents and catalysts are [Ni] (Raney nickel). Run in N (NH3), CO (MeOH). Reaction conditions: time 8 hour. The product is CC1=CNC2=CC=CC(=C12)CN ((3-methyl-1H-indol-4-yl)methanamine). Yield: 97.5%. As a reaction SMILES: [CH3:1][C:2]1[C:10]2[C:9]([C:11]#[N:12])=[CH:8][CH:7]=[CH:6][C:5]=2[NH:4][CH:3]=1>N.CO.[Ni]>[CH3:1][C:2]1[C:10]2[C:5](=[CH:6][CH:7]=[CH:8][C:9]=2[CH2:11][NH2:12])[NH:4][CH:3]=1. Procedure details: To a solution of 232 (200 mg, 1.28 mmol) in 7 N NH3 in MeOH (10 mL) was added Raney nickel (20 mg) and the solution was stirred under hydrogen (1 atm.) at RT overnight. The dark mixture was filtered and the filtrate was concentrated under reduced pressure to afford 200 mg (91%) (3-methyl-1H-indol-4-yl)methanamine (234) as white solid: MS (ESI) m/z=144.3 [M−16]+. Reactants: CC(F)(F)CCCCn1cc(N)cn1, O=C(O)c1ncoc1-c1ccccc1. Yields the product CC(F)(F)CCCCn1cc(NC(=O)c2ncoc2-c2ccccc2)cn1. As a reaction SMILES: [F:1][C:2]([CH2:3][CH2:4][CH2:5][CH2:6][n:7]1[n:8][cH:9][c:10]([NH2:12])[cH:11]1)([CH3:13])[F:14].[c:15]1(-[c:21]2[c:22]([C:26](=[O:27])[OH:28])[n:23][cH:24][o:25]2)[cH:16][cH:17][cH:18][cH:19][cH:20]1>>[F:1][C:2]([CH2:3][CH2:4][CH2:5][CH2:6][n:7]1[n:8][cH:9][c:10]([NH:12][C:26]([c:22]2[c:21](-[c:15]3[cH:16][cH:17][cH:18][cH:19][cH:20]3)[o:25][cH:24][n:23]2)=[O:27])[cH:11]1)([CH3:13])[F:14]. Starting materials: [N+](=O)([O-])[O-].[O-2].[Bi+3] (bismuth oxynitrate), C(CC(O)(C(=O)O)CC(=O)O)(=O)O (citric acid), N (ammonia). The reagents and catalysts are suspension. Run in O (water), O (water). Product: C(CC(O)(C(=O)[O-])CC(=O)[O-])(=O)[O-].[Bi+3] (Bismuth citrate). The yield is 101.0%. Reaction SMILES: [N+]([O-])([O-])=O.[O-2].[Bi+3:6].[C:7]([OH:19])(=[O:18])[CH2:8][C:9]([CH2:14][C:15]([OH:17])=[O:16])([C:11]([OH:13])=[O:12])[OH:10].N>O>[C:7]([O-:19])(=[O:18])[CH2:8][C:9]([CH2:14][C:15]([O-:17])=[O:16])([C:11]([O-:13])=[O:12])[OH:10].[Bi+3:6] |f:0.1.2,6.7|. Procedure: A mixture of bismuth oxynitrate (22.96 g) and citric acid (33.60 g) in water (80 ml) was heated on a steam bath with frequent stirring for 30 min, by which time one drop of the suspension added to weak aqueous ammonia gave a clear solution. The mixture was diluted with water, filtered, and the residue washed well with water until free of nitrate and excess citric acid. The residue was dried under vacuum to give the title compound (32.18 g). Reactants: Cn1c(C(=O)NC2CCCCC2C(=O)NC(C#N)CC2CCN(C(=O)OC(C)(C)C)CC2)cc2ccccc21, ClCCl, O=C(O)C(F)(F)F. Yields the product Cn1c(C(=O)NC2CCCCC2C(=O)NC(C#N)CC2CCNCC2)cc2ccccc21. Reaction SMILES: [C:1]([O:2][C:3](=[O:4])[N:8]1[CH2:9][CH2:10][CH:11]([CH2:14][CH:15]([NH:16][C:17](=[O:18])[CH:19]2[CH:20]([NH:25][C:26](=[O:27])[c:28]3[n:29]([CH3:37])[c:30]4[cH:31][cH:32][cH:33][cH:34][c:35]4[cH:36]3)[CH2:21][CH2:22][CH2:23][CH2:24]2)[C:38]#[N:39])[CH2:12][CH2:13]1)([CH3:5])([CH3:6])[CH3:7].[Cl:47][CH2:48][Cl:49].[F:40][C:41]([F:42])([F:43])[C:44]([OH:45])=[O:46]>>[NH:8]1[CH2:9][CH2:10][CH:11]([CH2:14][CH:15]([NH:16][C:17](=[O:18])[CH:19]2[CH:20]([NH:25][C:26](=[O:27])[c:28]3[n:29]([CH3:37])[c:30]4[cH:31][cH:32][cH:33][cH:34][c:35]4[cH:36]3)[CH2:21][CH2:22][CH2:23][CH2:24]2)[C:38]#[N:39])[CH2:12][CH2:13]1. Run in CCOCC (ether), C1(=CC=CC=C1)OC1=CC=CC=C1 (diphenyl ether). Product: C(C)OC1=C(C=C2C(C(=CNC2=C1)C(=O)OCC)=O)OC (7-ethoxy-3-ethoxycarbonyl-6-methoxy-4(1H)-quinolone). Starting materials: C(C)I (ethyl iodide), OC=1C=C(N)C=CC1OC (3-Hydroxy-4-methoxyaniline), C([O-])([O-])=O.[K+].[K+] (potassium carbonate), C(C)OC=C(C(=O)OCC)C(=O)OCC (diethyl ethoxymethylenemalonate), C(=C\CC)/C=1C(=C(C=C2C(C=CNC12)=O)OC)O (8-(2-trans-butenyl)-7-hydroxy-6-methoxy-4(1H)-quinolone). Reported procedure: 3-Hydroxy-4-methoxyaniline (10.0 g) and diethyl ethoxymethylenemalonate (17.0 g) were condensed in the same manner as in the preparation of compound 72. The condensation product was O-ethylated with potassium carbonate (15.0 g) and ethyl iodide (7.0 ml) and then heated in diphenyl ether (70 ml) at a temperature of 240°-250° for 3 hours. After the mixture was left to cool, ether was added to the mixture. The resulting precipitate was collected by filtration, washed with water and dried to give 7-... Reaction SMILES: [OH:1][C:2]1[CH:3]=[C:4]([CH:6]=[CH:7][C:8]=1[O:9][CH3:10])[NH2:5].C([O:13][CH:14]=[C:15]([C:21](OCC)=O)[C:16]([O:18][CH2:19][CH3:20])=[O:17])C.[CH:26](/C1C(O)=C(OC)C=C2C=1NC=CC2=O)=[CH:27]\CC.C(=O)([O-])[O-].[K+].[K+].C(I)C>C1(OC2C=CC=CC=2)C=CC=CC=1.CCOCC>[CH2:26]([O:1][C:2]1[CH:3]=[C:4]2[C:6]([C:14](=[O:13])[C:15]([C:16]([O:18][CH2:19][CH3:20])=[O:17])=[CH:21][NH:5]2)=[CH:7][C:8]=1[O:9][CH3:10])[CH3:27] |f:3.4.5|.